Task: describe an organic reaction: reactants, conditions, products, and yield. Dataset: the Open Reaction Database (ORD), a public repository of structured organic reaction records Reactants: Fc1cc(Br)ccc1CBr, CC[O-], CCCCCCCCC(C(=O)OCC)C(=O)OCC, CCO, [Na+]. Product: CCCCCCCCC(Cc1ccc(Br)cc1F)(C(=O)OCC)C(=O)OCC. As a reaction SMILES: [Br:1][c:2]1[cH:3][c:4]([F:10])[c:5]([CH2:6][Br:7])[cH:8][cH:9]1.[CH2:11]([O-:12])[CH3:13].[CH2:15]([CH3:16])[O:17][C:18]([CH:19]([C:20](=[O:21])[O:22][CH2:23][CH3:24])[CH2:25][CH2:26][CH2:27][CH2:28][CH2:29][CH2:30][CH2:31][CH3:32])=[O:33].[CH3:34][CH2:35][OH:36].[Na+:14]>>[Br:1][c:2]1[cH:3][c:4]([F:10])[c:5]([CH2:6][C:19]([C:18]([O:17][CH2:15][CH3:16])=[O:33])([C:20](=[O:21])[O:22][CH2:23][CH3:24])[CH2:25][CH2:26][CH2:27][CH2:28][CH2:29][CH2:30][CH2:31][CH3:32])[cH:8][cH:9]1. The reactants are CSC1=NC=CC(=N1)C=1C(=NN2C1C=CC=C2)C2=CC(=CC=C2)[N+](=O)[O-] (3-[2-(methylthio)-4-pyrimidinyl]-2-(3-nitrophenyl)pyrazolo[1,5-a]pyridine), C1=CC(=CC(=C1)Cl)C(=O)OO (mCPBA). Solvent: C(Cl)Cl (DCM), C(Cl)Cl (DCM). Reaction conditions: time 10 minute. The product is CS(=O)C1=NC=CC(=N1)C=1C(=NN2C1C=CC=C2)C2=CC(=CC=C2)[N+](=O)[O-] (3-[2-(Methylsulfinyl)-4-pyrimidinyl]-2-(3-nitrophenyl)pyrazolo[1,5-a]pyridine). The yield is 66.1%. As a reaction SMILES: [CH3:1][S:2][C:3]1[N:8]=[C:7]([C:9]2[C:10]([C:18]3[CH:23]=[CH:22][CH:21]=[C:20]([N+:24]([O-:26])=[O:25])[CH:19]=3)=[N:11][N:12]3[CH:17]=[CH:16][CH:15]=[CH:14][C:13]=23)[CH:6]=[CH:5][N:4]=1.C1C=C(Cl)C=C(C(OO)=[O:35])C=1>C(Cl)Cl>[CH3:1][S:2]([C:3]1[N:8]=[C:7]([C:9]2[C:10]([C:18]3[CH:23]=[CH:22][CH:21]=[C:20]([N+:24]([O-:26])=[O:25])[CH:19]=3)=[N:11][N:12]3[CH:17]=[CH:16][CH:15]=[CH:14][C:13]=23)[CH:6]=[CH:5][N:4]=1)=[O:35]. Procedure details: To a solution of 3-[2-(methylthio)-4-pyrimidinyl]-2-(3-nitrophenyl)pyrazolo[1,5-a]pyridine (0.82 g, 2.26 mmol) in DCM (22 mL) was added a solution of 50% mCPBA (818 mg, 2.37 mmol) in DCM (6 mL) through an addition funnel. The reaction was stirred for 10 minutes and saturated aqueous NaHCO3 and the layers were separated. The aqueous layer was extracted with DCM, and the combined organic layers were dried over MgSO4, filtered and concentrated. The residue is purified by silica gel chromatography (...